describe an organic reaction: reactants, conditions, products, and yield From a dataset of the Open Reaction Database (ORD), a public repository of structured organic reaction records. Starting materials: O1CCOCC1 (dioxane), FC(C=1C=C(C=C(C1)C(F)(F)F)[C@@H]1[C@@H](N(C(O1)=O)CC1=NC(=NC=C1B1OC(C(O1)(C)C)(C)C)N1CC(C1)F)C)(F)F ((4S,5R)-5-[3,5-bis(trifluoromethyl)phenyl]-3-{[2-(3-fluoroazetidin-1-yl)-5-(4,4,5,5-tetramethyl-1,3,2-dioxaborolan-2-yl)pyrimidin-4-yl]methyl}-4-methyl-1,3-oxazolidin-2-one), FC(C=1C=C(C=C(C1)C(F)(F)F)[C@@H]1[C@@H](N(C(O1)=O)CC1=NC(=NC=C1B1OC(C(O1)(C)C)(C)C)N1CC(C1)F)C)(F)F ((4S,5R)-5-[3,5-bis(trifluoromethyl)phenyl]-3-{[2-(3-fluoroazetidin-1-yl)-5-(4,4,5,5-tetramethyl-1,3,2-dioxaborolan-2-yl)pyrimidin-4-yl]methyl}-4-methyl-1,3-oxazolidin-2-one), ClC=1C=C(C=NC1C)C1=C(C=C(C(=O)OC(C)(C)C)C=C1)C (tert-butyl 4-(5-chloro-6-methylpyridin-3-yl)-3-methylbenzoate), ClC=1C=C(C=NC1C)C1=C(C=C(C(=O)OC(C)(C)C)C=C1)C (tert-butyl 4-(5-chloro-6-methylpyridin-3-yl)-3-methylbenzoate), P(=O)([O-])([O-])[O-].[K+].[K+].[K+] (potassium phosphate), (2-dicyclohexylphosphino-2′,4′,6′-triisopropyl-1,1′-biphenyl)[2-(2-aminoethyl)phenyl). Reagents/catalysts: [Pd](Cl)Cl (palladium(II) chloride). Solvent: O (water). Run at temperature 180 celsius, time 10 minute. Product: FC(C=1C=C(C=C(C1)C(F)(F)F)[C@@H]1[C@@H](N(C(O1)=O)CC1=NC(=NC=C1C=1C=C(C=NC1C)C1=C(C=C(C(=O)OC(C)(C)C)C=C1)C)N1CC(C1)F)C)(F)F (tert-Butyl 4-{5-[4-({(4S,5R)-5-[3,5-bis(trifluoromethyl)phenyl]-4-methyl-2-oxo-1,3-oxazolidin-3-yl}methyl)-2-(3-fluoroazetidin-1-yl)pyrimidin-5-yl]-6-methylpyridin-3-yl}-3-methylbenzoate). Isolated yield 46.0%. Reaction SMILES: [F:1][C:2]([F:42])([F:41])[C:3]1[CH:4]=[C:5]([C@H:13]2[O:17][C:16](=[O:18])[N:15]([CH2:19][C:20]3[C:25](B4OC(C)(C)C(C)(C)O4)=[CH:24][N:23]=[C:22]([N:35]4[CH2:38][CH:37]([F:39])[CH2:36]4)[N:21]=3)[C@H:14]2[CH3:40])[CH:6]=[C:7]([C:9]([F:12])([F:11])[F:10])[CH:8]=1.Cl[C:44]1[CH:45]=[C:46]([C:51]2[CH:63]=[CH:62][C:54]([C:55]([O:57][C:58]([CH3:61])([CH3:60])[CH3:59])=[O:56])=[CH:53][C:52]=2[CH3:64])[CH:47]=[N:48][C:49]=1[CH3:50].P([O-])([O-])([O-])=O.[K+].[K+].[K+].O1CCOCC1>[Pd](Cl)Cl.O>[F:12][C:9]([F:10])([F:11])[C:7]1[CH:6]=[C:5]([C@H:13]2[O:17][C:16](=[O:18])[N:15]([CH2:19][C:20]3[C:25]([C:44]4[CH:45]=[C:46]([C:51]5[CH:63]=[CH:62][C:54]([C:55]([O:57][C:58]([CH3:60])([CH3:61])[CH3:59])=[O:56])=[CH:53][C:52]=5[CH3:64])[CH:47]=[N:48][C:49]=4[CH3:50])=[CH:24][N:23]=[C:22]([N:35]4[CH2:36][CH:37]([F:39])[CH2:38]4)[N:21]=3)[C@H:14]2[CH3:40])[CH:4]=[C:3]([C:2]([F:42])([F:41])[F:1])[CH:8]=1 |f:2.3.4.5|. Procedure: To a 10 mL microwave tube was added (4S,5R)-5-[3,5-bis(trifluoromethyl)phenyl]-3-{[2-(3-fluoroazetidin-1-yl)-5-(4,4,5,5-tetramethyl-1,3,2-dioxaborolan-2-yl)pyrimidin-4-yl]methyl}-4-methyl-1,3-oxazolidin-2-one (INTERMEDIATE 22, 86 mg, 0.142 mmol), tert-butyl 4-(5-chloro-6-methylpyridin-3-yl)-3-methylbenzoate (INTERMEDIATE 39, 41 mg, 0.129 mmol), potassium phosphate (41 mg, 0.194 mmol), (2-dicyclohexylphosphino-2′,4′,6′-triisopropyl-1,1′-biphenyl)[2-(2-aminoethyl)phenyl)]palladium(II) chloride (XP... Reaction SMILES: Cl[C:2]1[N:7]=[C:6]([NH:8][CH:9]2[C:13]3([CH2:17][CH2:16][CH2:15][CH2:14]3)[CH2:12][N:11]([C:18]([O:20][C:21]([CH3:24])([CH3:23])[CH3:22])=[O:19])[CH2:10]2)[CH:5]=[CH:4][N:3]=1.Cl.[CH3:26][N:27]1[CH:31]=[C:30]([NH2:32])[CH:29]=[N:28]1.CCN(C(C)C)C(C)C>CCCCO>[CH3:26][N:27]1[CH:31]=[C:30]([NH:32][C:2]2[N:7]=[C:6]([NH:8][CH:9]3[C:13]4([CH2:14][CH2:15][CH2:16][CH2:17]4)[CH2:12][N:11]([C:18]([O:20][C:21]([CH3:23])([CH3:22])[CH3:24])=[O:19])[CH2:10]3)[CH:5]=[CH:4][N:3]=2)[CH:29]=[N:28]1 |f:1.2|. The yield is 88.7%. Starting materials: ClC1=NC=CC(=N1)NC1CN(CC12CCCC2)C(=O)OC(C)(C)C (tert-butyl 4-((2-chloropyrimidin-4-yl)amino)-2-azaspiro[4.4]nonane-2-carboxylate), Cl.CN1N=CC(=C1)N (1-methyl-1H-pyrazol-4-amine hydrochloride), CCN(C(C)C)C(C)C (DIPEA). Product: CN1N=CC(=C1)NC1=NC=CC(=N1)NC1CN(CC12CCCC2)C(=O)OC(C)(C)C (tert-butyl 4-((2-((1-methyl-1H-pyrazol-4-yl)amino)pyrimidin-4-yl)amino)-2-azaspiro[4.4]nonane-2-carboxylate). Procedure: To a solution of tert-butyl 4-((2-chloropyrimidin-4-yl)amino)-2-azaspiro[4.4]nonane-2-carboxylate (528 mg, 1.50 mmol) and 1-methyl-1H-pyrazol-4-amine hydrochloride (240.52 mg, 1.8 mmol) in n-BuOH (8 mL) was added DIPEA (581.60 mg, 4.5 mmol). After addition, the reaction mixture was stirred at 150° C. overnight. The resulting mixture was concentrated in vacuo and purified by silica gel column chromatography (DCM/MeOH (v/v)=50/1 to 20/1) to give the product as a yellow oil (550 mg, 88.9%). Conditions: temperature 150 celsius, time 8 hour. The solvent is CCCCO (n-BuOH).